From a dataset of the Open Reaction Database (ORD), a public repository of structured organic reaction records. describe an organic reaction: reactants, conditions, products, and yield Starting materials: C(C)NS(=O)(=O)C1=C(C=CC=C1)O (N-ethyl-2-hydroxyl-benzenesulfonamide), ClC1=C(C(=O)NCC2(CCNCC2)C2=NC=CC=C2F)C=CC(=C1)Cl (2,4-dichloro-N-{[4-(3-fluoropyridin-2-yl)piperidin-4-yl]methyl}benzamide), Cl (HCl). Run in O1CCOCC1 (dioxane). The product is ClC1=C(C(=O)NCC2(CCN(CC2)S(=O)(=O)NCC)C2=NC=CC=C2F)C=CC(=C1)Cl (2,4-Dichloro-N-{[1-[(ethylamino)sulfonyl]-4-(3-fluoropyridin-2-yl)piperidin-4-yl]methyl}benzamide). As a reaction SMILES: [CH2:1]([NH:3][S:4](C1C=CC=CC=1O)(=[O:6])=[O:5])[CH3:2].[Cl:14][C:15]1[CH:37]=[C:36]([Cl:38])[CH:35]=[CH:34][C:16]=1[C:17]([NH:19][CH2:20][C:21]1([C:27]2[C:32]([F:33])=[CH:31][CH:30]=[CH:29][N:28]=2)[CH2:26][CH2:25][NH:24][CH2:23][CH2:22]1)=[O:18].Cl>O1CCOCC1>[Cl:14][C:15]1[CH:37]=[C:36]([Cl:38])[CH:35]=[CH:34][C:16]=1[C:17]([NH:19][CH2:20][C:21]1([C:27]2[C:32]([F:33])=[CH:31][CH:30]=[CH:29][N:28]=2)[CH2:22][CH2:23][N:24]([S:4]([NH:3][CH2:1][CH3:2])(=[O:6])=[O:5])[CH2:25][CH2:26]1)=[O:18]. Procedure: A solution of N-ethyl-2-hydroxyl-benzenesulfonamide (30 mg, 0.137 mmol) and 2,4-dichloro-N-{[4-(3-fluoropyridin-2-yl)piperidin-4-yl]methyl}benzamide (57.5 mg, 0.150 mmol) (prepared by the method in Example 1) in dioxane (2 ml) was refluxed under nitrogen for 4.5 hours. The mixture was allowed to cool then poured into 1 M HCl solution and extracted with diethyl ether (2×20 ml). The organic phase was washed with water (20 ml) and brine (20 ml), dried over MgSO4, filtered, and evaporated. The crude... The reactants are C1(=CC=CC=C1)NS(=O)(=O)C=1C=C2CC(NC2=CC1)=O (2-Oxo-2,3-dihydro-1H-indole-5-sulfonic acid phenylamide), O=C1OCCC=2C1=CNC2C=O (4-oxo-2,4,6,7-tetrahydro-pyrano[3,4-c]pyrrole-1-carbaldehyde). Yields the product C1(=CC=CC=C1)NS(=O)(=O)C=1C=C2C(C(NC2=CC1)=O)=CC1=C2C(=CN1)C(OCC2)=O (2-Oxo-3-(4-oxo-2,4,6,7-tetrahydro-pyrano[3,4-c]pyrrol-1-ylmethylene)-2,3-dihydro-1H-indole-5-sulfonic Acid Phenylamide). As a reaction SMILES: [C:1]1([NH:7][S:8]([C:11]2[CH:12]=[C:13]3[C:17](=[CH:18][CH:19]=2)[NH:16][C:15](=[O:20])[CH2:14]3)(=[O:10])=[O:9])[CH:6]=[CH:5][CH:4]=[CH:3][CH:2]=1.[O:21]=[C:22]1[C:27]2=[CH:28][NH:29][C:30]([CH:31]=O)=[C:26]2[CH2:25][CH2:24][O:23]1>>[C:1]1([NH:7][S:8]([C:11]2[CH:12]=[C:13]3[C:17](=[CH:18][CH:19]=2)[NH:16][C:15](=[O:20])[C:14]3=[CH:31][C:30]2[NH:29][CH:28]=[C:27]3[C:22](=[O:21])[O:23][CH2:24][CH2:25][C:26]=23)(=[O:10])=[O:9])[CH:2]=[CH:3][CH:4]=[CH:5][CH:6]=1. Reported procedure: 2-Oxo-2,3-dihydro-1H-indole-5-sulfonic acid phenylamide was condensed with 4-oxo-2,4,6,7-tetrahydro-pyrano[3,4-c]pyrrole-1-carbaldehyde to give the title compound.